This data is from the Open Reaction Database (ORD), a public repository of structured organic reaction records. The task is: describe an organic reaction: reactants, conditions, products, and yield The reactants are COc1cc2c(Oc3cccc(NC(=O)Nc4cc(C(C)(C)C)on4)c3)ncnc2cc1OC1CCNCC1, CCN(C(C)C)C(C)C, ClCCl, O=S(=O)(OCC(F)F)C(F)(F)F. The product is COc1cc2c(Oc3cccc(NC(=O)Nc4cc(C(C)(C)C)on4)c3)ncnc2cc1OC1CCN(CC(F)F)CC1. RXN SMILES: [C:1]([CH3:2])([CH3:3])([CH3:4])[c:5]1[cH:6][c:7]([NH:10][C:11](=[O:12])[NH:13][c:14]2[cH:15][c:16]([O:20][c:21]3[n:22][cH:23][n:24][c:25]4[cH:26][c:27]([O:33][CH:34]5[CH2:35][CH2:36][NH:37][CH2:38][CH2:39]5)[c:28]([O:31][CH3:32])[cH:29][c:30]34)[cH:17][cH:18][cH:19]2)[n:8][o:9]1.[CH:52]([N:53]([CH2:54][CH3:55])[CH:56]([CH3:57])[CH3:58])([CH3:59])[CH3:60].[Cl:61][CH2:62][Cl:63].[F:40][C:41]([F:42])([F:43])[S:44]([O:45][CH2:46][CH:47]([F:48])[F:49])(=[O:50])=[O:51]>>[C:1]([CH3:2])([CH3:3])([CH3:4])[c:5]1[cH:6][c:7]([NH:10][C:11](=[O:12])[NH:13][c:14]2[cH:15][c:16]([O:20][c:21]3[n:22][cH:23][n:24][c:25]4[cH:26][c:27]([O:33][CH:34]5[CH2:35][CH2:36][N:37]([CH2:46][CH:47]([F:48])[F:49])[CH2:38][CH2:39]5)[c:28]([O:31][CH3:32])[cH:29][c:30]34)[cH:17][cH:18][cH:19]2)[n:8][o:9]1.